From a dataset of the Open Reaction Database (ORD), a public repository of structured organic reaction records. describe an organic reaction: reactants, conditions, products, and yield The reactants are COc1ccc(Br)cn1, O=C([O-])O, CN(C)C=O, [Na+], C1CCOC1. The product is COc1ccc(C=O)cn1. As a reaction SMILES: [Br:1][c:2]1[cH:3][cH:4][c:5]([O:8][CH3:9])[n:6][cH:7]1.[C:15](=[O:16])([OH:17])[O-:18].[CH3:10][N:11]([CH:12]=[O:13])[CH3:14].[Na+:19].[O:20]1[CH2:21][CH2:22][CH2:23][CH2:24]1>>[c:2]1([CH:12]=[O:13])[cH:3][cH:4][c:5]([O:8][CH3:9])[n:6][cH:7]1.